From a dataset of the Open Reaction Database (ORD), a public repository of structured organic reaction records. describe an organic reaction: reactants, conditions, products, and yield Starting materials: NCC=1C(=C(C(=CC1)Cl)OC=1C=C(C#N)C=C(C1)Br)F (3-{[3-(aminomethyl)-6-chloro-2-fluorophenyl]oxy}-5-bromobenzonitrile), C(C=C)[Sn](CCCC)(CCCC)CCCC (allyltributyl tin). Reagents/catalysts: [Pd].C1(=CC=CC=C1)P(C1=CC=CC=C1)C1=CC=CC=C1.C1(=CC=CC=C1)P(C1=CC=CC=C1)C1=CC=CC=C1.C1(=CC=CC=C1)P(C1=CC=CC=C1)C1=CC=CC=C1.C1(=CC=CC=C1)P(C1=CC=CC=C1)C1=CC=CC=C1 (tetrakis(triphenylphosphine) palladium(0)). Run in CN(C)C=O (DMF). Conditions: temperature 160 celsius. Product: NCC=1C(=C(C(=CC1)Cl)OC=1C=C(C#N)C=C(C1)CC=C)F (3-{[3-(aminomethyl)-6-chloro-2-fluorophenyl]oxy}-5-(2-propen-1-yl)benzonitrile). Isolated yield 54.3%. RXN SMILES: [NH2:1][CH2:2][C:3]1[C:4]([F:20])=[C:5]([O:10][C:11]2[CH:12]=[C:13]([CH:16]=[C:17](Br)[CH:18]=2)[C:14]#[N:15])[C:6]([Cl:9])=[CH:7][CH:8]=1.[CH2:21]([Sn](CCCC)(CCCC)CCCC)[CH:22]=[CH2:23]>CN(C=O)C.[Pd].C1(P(C2C=CC=CC=2)C2C=CC=CC=2)C=CC=CC=1.C1(P(C2C=CC=CC=2)C2C=CC=CC=2)C=CC=CC=1.C1(P(C2C=CC=CC=2)C2C=CC=CC=2)C=CC=CC=1.C1(P(C2C=CC=CC=2)C2C=CC=CC=2)C=CC=CC=1>[NH2:1][CH2:2][C:3]1[C:4]([F:20])=[C:5]([O:10][C:11]2[CH:12]=[C:13]([CH:16]=[C:17]([CH2:23][CH:22]=[CH2:21])[CH:18]=2)[C:14]#[N:15])[C:6]([Cl:9])=[CH:7][CH:8]=1 |f:3.4.5.6.7|. Procedure: 3-{[3-(aminomethyl)-6-chloro-2-fluorophenyl]oxy}-5-bromobenzonitrile (0.300 g, 0.844 mmol), allyltributyl tin (0.414 mL, 1.350 mmol) and tetrakis(triphenylphosphine) palladium(0) (0.097 g, 0.084 mmol) were combined in DMF (7 mL), purged with nitrogen, and heated at 160° C. in a microwave reactor for 30 min. The reaction mixture was filtered through Celite, diluted with EtOAc, and washed four times with dilute aqueous NaHCO3. The organic phase was isolated, dried over MgSO4, filtered and concentr... Reactants: O=C([O-])[O-], CN(C)c1ccncc1, CCOC(C)=O, CC1CN(c2nnc(-c3ccc(C(F)(F)F)cc3)c3ccncc23)CCN1, O=C(Oc1ccc([N+](=O)[O-])cc1)N1CCC(F)(F)CC1, [K+], [K+], CN(C)C=O. Product: CC1CN(c2nnc(-c3ccc(C(F)(F)F)cc3)c3ccncc23)CCN1C(=O)N1CCC(F)(F)CC1. As a reaction SMILES: [C:53](=[O:54])([O-:55])[O-:56].[CH3:59][N:60]([CH3:61])[c:62]1[cH:63][cH:64][n:65][cH:66][cH:67]1.[CH3:68][CH2:69][O:70][C:71](=[O:72])[CH3:73].[CH3:6][CH:7]1[CH2:8][N:9]([c:13]2[n:14][n:15][c:16](-[c:23]3[cH:24][cH:25][c:26]([C:29]([F:30])([F:31])[F:32])[cH:27][cH:28]3)[c:17]3[c:18]2[cH:19][n:20][cH:21][cH:22]3)[CH2:10][CH2:11][NH:12]1.[F:33][C:34]1([F:52])[CH2:35][CH2:36][N:37]([C:40](=[O:41])[O:42][c:43]2[cH:44][cH:45][c:46]([N+:47]([O-:48])=[O:49])[cH:50][cH:51]2)[CH2:38][CH2:39]1.[K+:57].[K+:58].[O:1]=[CH:2][N:3]([CH3:4])[CH3:5]>>[CH3:6][CH:7]1[CH2:8][N:9]([c:13]2[n:14][n:15][c:16](-[c:23]3[cH:24][cH:25][c:26]([C:29]([F:30])([F:31])[F:32])[cH:27][cH:28]3)[c:17]3[c:18]2[cH:19][n:20][cH:21][cH:22]3)[CH2:10][CH2:11][N:12]1[C:40]([N:37]1[CH2:36][CH2:35][C:34]([F:33])([F:52])[CH2:39][CH2:38]1)=[O:41].